From a dataset of the Open Reaction Database (ORD), a public repository of structured organic reaction records. describe an organic reaction: reactants, conditions, products, and yield The product is COc1ccc(C(=O)O)c(Br)c1. RXN SMILES: [Br:1].[Br:4][c:5]1[c:6]([C:7](=[O:8])[c:9]2[cH:10][cH:11][cH:12][cH:13][cH:14]2)[cH:15][cH:16][c:17]([O:19][CH3:20])[cH:18]1.[Na+:3].[OH-:2]>>[O:2]=[C:7]([c:6]1[c:5]([Br:4])[cH:18][c:17]([O:19][CH3:20])[cH:16][cH:15]1)[OH:8]. Starting materials: Br, COc1ccc(C(=O)c2ccccc2)c(Br)c1, [Na+], [OH-]. Reactants: [Br-], COCOc1cc(Br)cc(Br)c1, C1CCNC1, [Li]CCCC, [Li+], C1CCOC1. Yields the product COCOc1cc(Br)cc(N2CCCC2)c1. As a reaction SMILES: [Br-:24].[Br:11][c:12]1[cH:13][c:14]([Br:22])[cH:15][c:16]([O:18][CH2:19][O:20][CH3:21])[cH:17]1.[CH2:1]1[CH2:2][CH2:3][NH:4][CH2:5]1.[CH3:6][CH2:7][CH2:8][CH2:9][Li:10].[Li+:23].[O:25]1[CH2:26][CH2:27][CH2:28][CH2:29]1>>[CH2:1]1[CH2:2][CH2:3][N:4]([c:14]2[cH:13][c:12]([Br:11])[cH:17][c:16]([O:18][CH2:19][O:20][CH3:21])[cH:15]2)[CH2:5]1.